The task is: describe an organic reaction: reactants, conditions, products, and yield. This data is from the Open Reaction Database (ORD), a public repository of structured organic reaction records. Reactants: diester, N1=CC(=CC=C1)C(=O)OCC (ethyl 3-pyridinecarboxylate), C(C)(C)OC(=O)C (i-PrOAc). Product: N1=C(C(=CC=C1)C(=O)OCC)C(=O)OCC (Diethyl pyridine-2,3-dicarboxylate). Reaction SMILES: [N:1]1[CH:6]=[CH:5][CH:4]=[C:3]([C:7]([O:9][CH2:10][CH3:11])=[O:8])[CH:2]=1.[CH:12]([O:15][C:16](C)=[O:17])(C)[CH3:13]>>[N:1]1[CH:6]=[CH:5][CH:4]=[C:3]([C:7]([O:9][CH2:10][CH3:11])=[O:8])[C:2]=1[C:16]([O:15][CH2:12][CH3:13])=[O:17]. Reported procedure: To a suspension of 2,3-pyridinedicarboxylic acid (200 g, 1.2 mol) in ethanol (800 ml) was added conc H2SO4 (100 ml) and this mixture was heated to reflux for 3 days (mechanical stirring). It was then cooled down to r.t. and added to crushed ice. Conc NH4OH (405 ml) was then added slowly and the pH was adjusted to 9 by addition of some aq. NH4Cl. The products were extracted into i-PrOAc, dried over Na2SO4 and concentrated to yield 182.48 g of an orange oil containing 88% of the diester (60% yield... The reactants are ClC1=CC=CC=2C(C3=CC=CC(=C3C(C12)=O)Cl)=O (1,8-dichloroanthraquinone), Cl (hydrochloric acid), C(CC(=O)OCC)(=O)OCC (diethyl malonate), C(Cl)Cl (methylene chloride). The reagents and catalysts are [Ti](Cl)(Cl)(Cl)Cl (titanium tetrachloride). Run in N1=CC=CC=C1 (pyridine). Yields the product ClC1=CC=CC=2C(C3=CC=CC(=C3C(C12)=O)Cl)=C(C(=O)OCC)C(=O)OCC (1.8-Dichloro-10-[Bis(Ethoxycarbonyl)Methylene]Anthrone). Reaction SMILES: [Cl:1][C:2]1[C:15]2[C:14](=[O:16])[C:13]3[C:8](=[CH:9][CH:10]=[CH:11][C:12]=3[Cl:17])[C:7](=O)[C:6]=2[CH:5]=[CH:4][CH:3]=1.[C:19]([O:27][CH2:28][CH3:29])(=[O:26])[CH2:20][C:21]([O:23][CH2:24][CH3:25])=[O:22].C(Cl)Cl.Cl>[Ti](Cl)(Cl)(Cl)Cl.N1C=CC=CC=1>[Cl:1][C:2]1[C:15]2[C:14](=[O:16])[C:13]3[C:8](=[CH:9][CH:10]=[CH:11][C:12]=3[Cl:17])[C:7](=[C:20]([C:21]([O:23][CH2:24][CH3:25])=[O:22])[C:19]([O:27][CH2:28][CH3:29])=[O:26])[C:6]=2[CH:5]=[CH:4][CH:3]=1. Reported procedure: In a 250 milliliter round-bottomed flask equipped with a pressure equalizing dropping funnel, there was discharged 10 grams of 1,8-dichloroanthraquinone, 16.5 milliliters of diethyl malonate, and 150 milliliters of methylene chloride under a nitrogen atmosphere. The resulting mixture was then mechanically stirred and cooled with an ice bath. Thereafter, 24 milliliters of titanium tetrachloride was added dropwise through the dropping funnel over a period of 20 minutes, followed by the addition of... Starting materials: BrC=1C(=CN=C2C=CC(=NC12)OC)F (8-bromo-7-fluoro-2-methoxy-[1,5]naphthyridine), C(C)(C)(C)OC(=O)N[C@@H]1CNCC1 ((S)-(−)-3-(tert-butoxycarbonylamino)pyrrolidine), title intermediate. The product is C(C)(C)(C)OC(N[C@@H]1CN(CC1)C1=C(C=NC2=CC=C(N=C12)OC)F)=O ([(S)-1-(3-Fluoro-6-methoxy-[1,5]naphthyridin-4-yl)-pyrrolidin-3-yl]-carbamic acid tert-butyl ester). The yield is 48.0%. Reaction SMILES: Br[C:2]1[C:3]([F:14])=[CH:4][N:5]=[C:6]2[C:11]=1[N:10]=[C:9]([O:12][CH3:13])[CH:8]=[CH:7]2.[C:15]([O:19][C:20]([NH:22][C@H:23]1[CH2:27][CH2:26][NH:25][CH2:24]1)=[O:21])([CH3:18])([CH3:17])[CH3:16]>>[C:15]([O:19][C:20](=[O:21])[NH:22][C@H:23]1[CH2:27][CH2:26][N:25]([C:2]2[C:11]3[C:6](=[CH:7][CH:8]=[C:9]([O:12][CH3:13])[N:10]=3)[N:5]=[CH:4][C:3]=2[F:14])[CH2:24]1)([CH3:18])([CH3:16])[CH3:17]. Procedure details: According to procedure F and starting from 8-bromo-7-fluoro-2-methoxy-[1,5]naphthyridine and (S)-(−)-3-(tert-butoxycarbonylamino)pyrrolidine the title intermediate was isolated as a yellow oil (304 mg, 48%). The reactants are [BH4-], Cc1cc(Br)c(C)c2c1SCCC2=O, ClCCl, CO, [Na+], O. The product is Cc1cc(Br)c(C)c2c1SCCC2O. RXN SMILES: [BH4-:20].[Br:1][c:2]1[c:3]([CH3:14])[c:4]2[c:9]([c:10]([CH3:12])[cH:11]1)[S:8][CH2:7][CH2:6][C:5]2=[O:13].[CH2:15]([Cl:16])[Cl:17].[CH3:18][OH:19].[Na+:21].[OH2:22]>>[Br:1][c:2]1[c:3]([CH3:14])[c:4]2[c:9]([c:10]([CH3:12])[cH:11]1)[S:8][CH2:7][CH2:6][CH:5]2[OH:13]. Reactants: NS(=O)(=O)C1=CC=C(C(=O)NC[C@H](NC(C2=C(C=C(C=C2)C(=O)NCC2=CC(=CC=C2)O)Cl)=O)C(=O)O)C=C1 (3-(4-aminosulfonylbenzoyl)amino-N-[2-chloro-4-[[[(3-hydroxyphenyl)methyl]amino]carbonyl]benzoyl]-L-alanine), ClC1=C(C(=O)N[C@@H](CNC(C2=CC(=CC=C2)N(C)C)=O)C(=O)O)C=CC(=C1)C(=O)NCC1=CC(=CC=C1)O (N-[2-chloro-4-[[[(3-hydroxyphenyl)methyl]amino]carbonyl]benzoyl]-3-(3-dimethylaminobenzoyl)amino-L-alanine). Product: NC=1C=C(C(=O)NC[C@H](NC(C2=C(C=C(C=C2)C(=O)NCC2=CC(=CC=C2)O)Cl)=O)C(=O)O)C=CC1 (3-(3-aminobenzoyl)amino-N-[2-chloro-4-[[[(3-hydroxyphenyl)methyl]amino]carbonyl]-benzoyl]-L-alanine). As a reaction SMILES: NS(C1C=CC(C(NC[C@@H](C(O)=O)NC(=O)C2C=CC(C(NCC3C=CC=C(O)C=3)=O)=CC=2Cl)=O)=CC=1)(=O)=O.[Cl:40][C:41]1[CH:66]=[C:65]([C:67]([NH:69][CH2:70][C:71]2[CH:76]=[CH:75][CH:74]=[C:73]([OH:77])[CH:72]=2)=[O:68])[CH:64]=[CH:63][C:42]=1[C:43]([NH:45][C@H:46]([C:60]([OH:62])=[O:61])[CH2:47][NH:48][C:49](=[O:59])[C:50]1[CH:55]=[CH:54][CH:53]=[C:52]([N:56](C)C)[CH:51]=1)=[O:44]>>[NH2:56][C:52]1[CH:51]=[C:50]([CH:55]=[CH:54][CH:53]=1)[C:49]([NH:48][CH2:47][C@@H:46]([C:60]([OH:62])=[O:61])[NH:45][C:43](=[O:44])[C:42]1[CH:63]=[CH:64][C:65]([C:67]([NH:69][CH2:70][C:71]2[CH:76]=[CH:75][CH:74]=[C:73]([OH:77])[CH:72]=2)=[O:68])=[CH:66][C:41]=1[Cl:40])=[O:59]. Reported procedure: 3-(4-aminosulfonylbenzoyl)amino-N-[2-chloro-4-[[[(3-hydroxyphenyl)methyl]amino]carbonyl]benzoyl]-L-alanine; N-[2-chloro-4-[[[(3-hydroxyphenyl)methyl]amino]carbonyl]benzoyl]-3-(3-dimethylaminobenzoyl)amino-L-alanine;